From a dataset of the Open Reaction Database (ORD), a public repository of structured organic reaction records. describe an organic reaction: reactants, conditions, products, and yield Reaction SMILES: [F:1][C:2]1[CH:3]=[C:4]([CH:19]=[CH:20][C:21]=1[F:22])[CH2:5][CH:6]1[CH2:11][CH:10]([C:12]([OH:14])=O)[CH2:9][CH2:8][N:7]1[C:15]([O:17][CH3:18])=[O:16].N1(C(N2C=CN=C2)=O)C=CN=C1.[CH2:35]([O:37][C:38](=[O:43])[CH2:39][C:40]([O-:42])=O)[CH3:36].[K+].[Cl-].[Mg+2].[Cl-].Cl>CN1C2C(N=C(N)NC=2NCC1CNC1C=CC(C(NC(C(O)=O)CCC(O)=O)=O)=CC=1)=O.O.CC(OC)(C)C>[F:1][C:2]1[CH:3]=[C:4]([CH:19]=[CH:20][C:21]=1[F:22])[CH2:5][C@H:6]1[CH2:11][C@H:10]([C:12](=[O:14])[CH2:39][C:38]([O:37][CH2:35][CH3:36])=[O:43])[CH2:9][CH2:8][N:7]1[C:15]([O:17][CH3:18])=[O:16].[F:1][C:2]1[CH:3]=[C:4]([CH:19]=[CH:20][C:21]=1[F:22])[CH2:5][C@H:6]1[CH2:11][C@@H:10]([C:40](=[O:42])[CH2:39][C:38]([O:37][CH2:35][CH3:36])=[O:43])[CH2:9][CH2:8][N:7]1[C:15]([O:17][CH3:18])=[O:16] |f:2.3,4.5.6|. The yield is 27.6%. The product is FC=1C=C(C[C@@H]2N(CC[C@H](C2)C(CC(=O)OCC)=O)C(=O)OC)C=CC1F (Trans-methyl 2-(3,4-difluorobenzyl)-4-(3-ethoxy-3-oxopropanoyl)piperidine-1-carboxylate), FC=1C=C(C[C@@H]2N(CC[C@@H](C2)C(CC(=O)OCC)=O)C(=O)OC)C=CC1F (cis-methyl 2-(3,4-difluorobenzyl)-4-(3-ethoxy-3-oxopropanoyl)piperidine-1-carboxylate). Run in CC(C)(C)OC (MTBE), O (water), CN1C(CNC2=C1C(=O)N=C(N2)N)CNC3=CC=C(C=C3)C(=O)NC(CCC(=O)O)C(=O)O (methyl THF), CN1C(CNC2=C1C(=O)N=C(N2)N)CNC3=CC=C(C=C3)C(=O)NC(CCC(=O)O)C(=O)O (methyl THF). The reactants are Cl (HCl), C(C)OC(CC(=O)[O-])=O.[K+] (potassium 3-ethoxy-3-oxopropanoate), FC=1C=C(CC2N(CCC(C2)C(=O)O)C(=O)OC)C=CC1F (2-(3,4-Difluorobenzyl)-1-(methoxycarbonyl)piperidine-4-carboxylic acid), FC=1C=C(CC2N(CCC(C2)C(=O)O)C(=O)OC)C=CC1F (2-(3,4-Difluorobenzyl)-1-(methoxycarbonyl)piperidine-4-carboxylic acid), N1(C=NC=C1)C(=O)N1C=NC=C1 (di(1H-imidazol-1-yl)methanone), [Cl-].[Mg+2].[Cl-] (magnesium chloride). Reaction conditions: time 3.5 hour. Reported procedure: 2-(3,4-Difluorobenzyl)-1-(methoxycarbonyl)piperidine-4-carboxylic acid (6.62 g, 21.13 mmol) (reference compound 53) was dissolved in methyl THF (150 mL) and di(1H-imidazol-1-yl)methanone (5.14 g, 31.70 mmol) added. The suspension was stirred at room temperature under nitrogen for 3.5 h (flask 1). In a separate flask potassium 3-ethoxy-3-oxopropanoate (6.47 g, 38.03 mmol) was suspended in methyl THF (150 mL) and magnesium chloride (3.62 g, 38.03 mmol) added. The suspension was stirred at 50° C. u... The reactants are CCCCCCCCCCCCS, O=[N+]([O-])c1ccc(SCl)c(C(Cl)(Cl)Cl)c1. Product: CCCCCCCCCCCCSSc1ccc([N+](=O)[O-])cc1C(Cl)(Cl)Cl. Reaction SMILES: [CH2:16]([CH2:17][CH2:18][CH2:19][CH2:20][CH2:21][CH2:22][CH2:23][CH2:24][CH2:25][CH2:26][CH3:27])[SH:28].[N+:1](=[O:2])([O-:3])[c:4]1[cH:5][c:6]([C:12]([Cl:13])([Cl:14])[Cl:15])[c:7]([S:10][Cl:11])[cH:8][cH:9]1>>[N+:1](=[O:2])([O-:3])[c:4]1[cH:5][c:6]([C:12]([Cl:13])([Cl:14])[Cl:15])[c:7]([S:10][S:28][CH2:16][CH2:17][CH2:18][CH2:19][CH2:20][CH2:21][CH2:22][CH2:23][CH2:24][CH2:25][CH2:26][CH3:27])[cH:8][cH:9]1. The reactants are COC(CC1=CC=C(C(=O)O)C=C1)(C1=CC=CC=C1)OC (4-(2,2-dimethoxy-2-phenylethyl)benzoic acid), C(=O)(N1C=NC=C1)N1C=NC=C1 (carbonyldiimidazole), ONC(C)=N (N-hydroxy ethanimidamide). The solvent is O (H2O), CN(C)C=O (DMF). Conditions: time 20 minute. Product: CC1=NOC(=N1)C1=CC=C(C=C1)CC(=O)C1=CC=CC=C1 (2-[4-(3-methyl-1,2,4-oxadiazol-5yl)phenyl]-1-phenyl-1-ethanone). The yield is 45.9%. RXN SMILES: CO[C:3]([O:20]C)([C:14]1[CH:19]=[CH:18][CH:17]=[CH:16][CH:15]=1)[CH2:4][C:5]1[CH:13]=[CH:12][C:8]([C:9]([OH:11])=O)=[CH:7][CH:6]=1.C(N1C=CN=C1)(N1C=CN=C1)=O.O[NH:35][C:36](=[NH:38])[CH3:37]>CN(C=O)C.O>[CH3:37][C:36]1[N:38]=[C:9]([C:8]2[CH:7]=[CH:6][C:5]([CH2:4][C:3]([C:14]3[CH:15]=[CH:16][CH:17]=[CH:18][CH:19]=3)=[O:20])=[CH:13][CH:12]=2)[O:11][N:35]=1. Procedure details: To 4-(2,2-dimethoxy-2-phenylethyl)benzoic acid (1.1 g, 3.84 mmole) in DMF (15 mL) was added carbonyldiimidazole (0.68 g, 4.2 mmole). After 20 min, N-hydroxy ethanimidamide (0.33 g, 4.5 mmole) was added and the mixture stirred for 45 min. at r.t. followed by 100° C. overnight. The reaction was cooled, poured in H2O (30 mL) and extracted with hexane/ethylacetate 1:1. The organic phase was dried over Na2SO4 and concentrated. The residue was dissolved in 100 mL acetone and treated with p-toluene sul...